Dataset: the Open Reaction Database (ORD), a public repository of structured organic reaction records. Task: describe an organic reaction: reactants, conditions, products, and yield Starting materials: C(C)(=O)NC1=CC=C(OCC2CO2)C=C1 (1-(p-acetamido-phenoxy)-2,3-epoxy-propane), N1CCC(CC1)N1C(NCCC1)=O (1-(4-piperidyl)-2-oxo-hexahydropyrimidine). Run in C(C)O (ethanol). Product: C(C)(=O)NC1=CC=C(OCC(CN2CCC(CC2)N2C(NCCC2)=O)O)C=C1 (1-[3-(p-acetamido-phenoxy)-2-hydroxypropyl]-4-(2-oxo-hexahydro-1-pyrimidinyl)piperidine). As a reaction SMILES: [C:1]([NH:4][C:5]1[CH:15]=[CH:14][C:8]([O:9][CH2:10][CH:11]2[O:13][CH2:12]2)=[CH:7][CH:6]=1)(=[O:3])[CH3:2].[NH:16]1[CH2:21][CH2:20][CH:19]([N:22]2[CH2:27][CH2:26][CH2:25][NH:24][C:23]2=[O:28])[CH2:18][CH2:17]1>C(O)C>[C:1]([NH:4][C:5]1[CH:15]=[CH:14][C:8]([O:9][CH2:10][CH:11]([OH:13])[CH2:12][N:16]2[CH2:21][CH2:20][CH:19]([N:22]3[CH2:27][CH2:26][CH2:25][NH:24][C:23]3=[O:28])[CH2:18][CH2:17]2)=[CH:7][CH:6]=1)(=[O:3])[CH3:2]. Reported procedure: A solution of 19.35 g of 1-(p-acetamido-phenoxy)-2,3-epoxy-propane and 9.15 g of 1-(4-piperidyl)-2-oxo-hexahydropyrimidine in 10 ml of abs. ethanol is heated to 95° C. The reaction product crystallises out at boiling heat after about 5 minutes. The crystal broth is diluted with 10 ml of abs. ethanol and heated for a further 5 hours. When the reaction is terminated the batch is evaporated in vacuo and the residue is recrystallised from abs. ethanol/ether to yield the 1-[3-(p-acetamido-phenoxy)-2-... The reactants are C(C)(=O)O[C@@H]1SC[C@H]2OC(O[C@H]21)(C)C ((3aR,4R,6aS)-2,2-dimethyltetrahydrothieno[3,4-d][1,3]dioxol-4-yl acetate), FC(S(=O)(=O)O[Si](C)(C)C)(F)F (trimethylsilyl trifluoromethanesulfonate), ClC1=NC(=C2NC=NC2=N1)Cl (2,6-dichloropurine), S(=O)(=O)([O-])[O-].[NH4+].[NH4+] (ammonium sulfate). Solvent: ClCCl (dichloromethane), ClCCCl (1,2-dichloroethane), C[Si](N[Si](C)(C)C)(C)C (hexamethyldisilazane), ClC=CCl (1,2-dichloroethene). Reaction conditions: temperature 0 celsius, time 30 minute. The product is ClC1=NC(=C2N=CN(C2=N1)[C@@H]1SC[C@H]2OC(O[C@H]21)(C)C)Cl (2,6-dichloro-9-((3aR,4R,6aS)-2,2-dimethyltetrahydrothieno[3,4-d][1,3]dioxol-4-yl)-9H-purine). Isolated yield 78.9%. As a reaction SMILES: [Cl:1][C:2]1[N:10]=[C:9]2[C:5]([NH:6][CH:7]=[N:8]2)=[C:4]([Cl:11])[N:3]=1.S([O-])([O-])(=O)=O.[NH4+].[NH4+].C(O[C@H:23]1[C@H:30]2[C@H:26]([O:27][C:28]([CH3:32])([CH3:31])[O:29]2)[CH2:25][S:24]1)(=O)C.FC(F)(F)S(O[Si](C)(C)C)(=O)=O>C[Si](C)(C)N[Si](C)(C)C.ClC=CCl.ClCCCl.ClCCl>[Cl:1][C:2]1[N:10]=[C:9]2[C:5]([N:6]=[CH:7][N:8]2[C@H:23]2[C@H:30]3[C@H:26]([O:27][C:28]([CH3:32])([CH3:31])[O:29]3)[CH2:25][S:24]2)=[C:4]([Cl:11])[N:3]=1 |f:1.2.3|. Procedure: A solution of 2,6-dichloropurine (2.29 g, 22.12 mmol) and ammonium sulfate (438 mg, 3.32 mmol) in hexamethyldisilazane (HMDS, 50 ml) was fluxed overnight under inert, dry conditions. The resulting reaction mixture was concentrated in a vacuum and the solid mixture thus formed was re-dissolved in cold 1,2-dichloroethene (20 ml). To this solution were dropwise added a solution of (3aR,4R,6aS)-2,2-dimethyltetrahydrothieno[3,4-d][1,3]dioxol-4-yl acetate (1.41 g, 11.06 mmol), obtained in Preparation ... The reactants are C(C)OC(C1=CC=C(C=C1)N(C=1C=C(C2=C(C(CO2)(C)C)C1)C(C)C)CC)=O (4-[ethyl-(3,3-dimethyl-7-isopropyl-2,3-dihydro-benzofuran-5-yl)-amino]-benzoic acid ethyl ester), C(C)OC(C1=CC=C(C=C1)N(C=1C=C(C2=C(C(CO2)(C)C)C1)C(C)C)CC)=O (4-[ethyl-(3,3-dimethyl-7-isopropyl-2,3-dihydro-benzofuran-5-yl)-amino]-benzoic acid ethyl ester), [OH-].[K+] (potassium hydroxide). The solvent is C(C)O (ethanol). The product is C(C)N(C1=CC=C(C(=O)O)C=C1)C=1C=C(C2=C(C(CO2)(C)C)C1)C(C)C (4-[Ethyl-(3,3-dimethyl-7-isopropyl-2,3-dihydro-benzofuran-5-yl)-amino]-benzoic acid). The yield is 91.9%. As a reaction SMILES: C([O:3][C:4](=[O:28])[C:5]1[CH:10]=[CH:9][C:8]([N:11]([CH2:26][CH3:27])[C:12]2[CH:13]=[C:14]([CH:23]([CH3:25])[CH3:24])[C:15]3[O:19][CH2:18][C:17]([CH3:21])([CH3:20])[C:16]=3[CH:22]=2)=[CH:7][CH:6]=1)C.[OH-].[K+]>C(O)C>[CH2:26]([N:11]([C:12]1[CH:13]=[C:14]([CH:23]([CH3:24])[CH3:25])[C:15]2[O:19][CH2:18][C:17]([CH3:20])([CH3:21])[C:16]=2[CH:22]=1)[C:8]1[CH:7]=[CH:6][C:5]([C:4]([OH:28])=[O:3])=[CH:10][CH:9]=1)[CH3:27] |f:1.2|. Procedure details: Following general procedure I and using 4-[ethyl-(3,3-dimethyl-7-isopropyl-2,3-dihydro-benzofuran-5-yl)-amino]-benzoic acid ethyl ester (Compound 24, 0.045 g, 0.117 mmol) and 2 mL of 5M potassium hydroxide solution in 20 mL of ethanol, the title compound (0.038 g, 86%) was obtained as a white solid. 1H NMR (300 MHz, CDCl3): δ 7.80 (d, 2H, J=9.0 Hz), 6.74 (d, 1H, J=2.1 Hz), 6.67 (d, 1H, J=2.1 Hz), 6.50 (d, 2H, J=9.0 Hz), 4.21 (s, 2H), 3.66 (q, 2H, J=7.2 Hz), 3.01 (heptet, 1H J=7.0 Hz), 1.26 (s, 6... The reactants are CC#CCO, C1CCOC1, CC(C)OC(=O)N=NC(=O)OC(C)C, COC(=O)c1ccc(O)cn1, c1ccc(P(c2ccccc2)c2ccccc2)cc1. The product is CC#CCOc1ccc(C(=O)OC)nc1. As a reaction SMILES: [CH2:1]([C:2]#[C:3][CH3:4])[OH:5].[CH2:50]1[O:51][CH2:52][CH2:53][CH2:54]1.[O:36]=[C:37]([O:38][CH:39]([CH3:40])[CH3:41])[N:42]=[N:43][C:44]([O:45][CH:46]([CH3:47])[CH3:48])=[O:49].[OH:6][c:7]1[cH:8][cH:9][c:10]([C:13](=[O:14])[O:15][CH3:16])[n:11][cH:12]1.[c:17]1([P:18]([c:19]2[cH:20][cH:21][cH:22][cH:23][cH:24]2)[c:25]2[cH:26][cH:27][cH:28][cH:29][cH:30]2)[cH:31][cH:32][cH:33][cH:34][cH:35]1>>[CH2:1]([C:2]#[C:3][CH3:4])[O:5][c:7]1[cH:8][cH:9][c:10]([C:13](=[O:14])[O:15][CH3:16])[n:11][cH:12]1. The reactants are S1C=C(C=C1)CN=C=O (Thiophen-3-ylmethyl isocyanate), [N+](=[N-])=C1C(=NC=N1)C(=O)N (5-diazoimidazole-4-carboxamide). Solvent: CS(=O)C (dimethylsulfoxide). Reaction conditions: time 8 hour. Yields the product O=C1N2C(N=NN1CC1=CSC=C1)=C(N=C2)C(=O)N (4-oxo-3-(thiophen-3-ylmethyl)-3,4-dihydroimidazo[5,1-d][1,2,3,5]tetrazine-8-carboxamide). As a reaction SMILES: [S:1]1[CH:5]=[CH:4][C:3]([CH2:6][N:7]=[C:8]=[O:9])=[CH:2]1.[N+:10](=[C:12]1[N:16]=[CH:15][N:14]=[C:13]1[C:17]([NH2:19])=[O:18])=[N-:11]>CS(C)=O>[O:9]=[C:8]1[N:7]([CH2:6][C:3]2[CH:4]=[CH:5][S:1][CH:2]=2)[N:11]=[N:10][C:12]2=[C:13]([C:17]([NH2:19])=[O:18])[N:14]=[CH:15][N:16]12. Reported procedure: Thiophen-3-ylmethyl isocyanate (0.306 g, 2.2 mmol) was added drop wise to a suspension of 5-diazoimidazole-4-carboxamide (0.274 g, 2 mmol) in dry dimethylsulfoxide (2.5 mL) at room temperature under nitrogen. The resulting mixture was stirred at room temperature overnight. The reaction was quenched by the addition of ice and the solid product (off-white) removed by filtration, washed with water and ethyl acetate and air dried. Yield: 0.235 g, 42%. IR vmax/cm−1 3094, 1728, 1688, 1604. 1H NMR δH (... Starting materials: C(C)(C)(C)OC(=O)N1CCC(CC1)[C@H]1CC=2C(=CN=C(C2)Cl)O1 ((R)-4-(5-chloro-2,3-dihydro-furo[2,3-c]pyridin-2-yl)-piperidine-1-carboxylic acid tert-butyl ester), CS(=O)(=O)C1=CC=C(C=C1)B(O)O (4-(methanesulfonyl)phenylboronic acid), Intermediate 10. The product is C(C)(C)(C)OC(=O)N1CCC(CC1)[C@H]1CC=2C(=CN=C(C2)C2=CC=C(C=C2)S(=O)(=O)C)O1 ((R)-4-[5-(4-Methanesulfonyl-phenyl)-2,3-dihydro-furo[2,3-c]pyridin-2-yl]-piperidine-1-carboxylic acid tert-butyl ester). RXN SMILES: [C:1]([O:5][C:6]([N:8]1[CH2:13][CH2:12][CH:11]([C@@H:14]2[O:23][C:17]3=[CH:18][N:19]=[C:20](Cl)[CH:21]=[C:16]3[CH2:15]2)[CH2:10][CH2:9]1)=[O:7])([CH3:4])([CH3:3])[CH3:2].[CH3:24][S:25]([C:28]1[CH:33]=[CH:32][C:31](B(O)O)=[CH:30][CH:29]=1)(=[O:27])=[O:26]>>[C:1]([O:5][C:6]([N:8]1[CH2:13][CH2:12][CH:11]([C@@H:14]2[O:23][C:17]3=[CH:18][N:19]=[C:20]([C:31]4[CH:32]=[CH:33][C:28]([S:25]([CH3:24])(=[O:27])=[O:26])=[CH:29][CH:30]=4)[CH:21]=[C:16]3[CH2:15]2)[CH2:10][CH2:9]1)=[O:7])([CH3:4])([CH3:3])[CH3:2]. Procedure details: The title compound is prepared from (R)-4-(5-chloro-2,3-dihydro-furo[2,3-c]pyridin-2-yl)-piperidine-1-carboxylic acid tert-butyl ester and 4-(methanesulfonyl)phenylboronic acid following a procedure analogous to that described for Intermediate 10. LC (method 1): tR=1.68 min; Mass spectrum (ESI+): m/z=459 [M+H]+. Reactants: C12(CCC(CC1)CC2)C(=O)Cl (Bicyclo[2.2.2]octane-1-carbonyl chloride), N[C@@H]1CN(CC1)CCC1=CC=CC=C1 ((S)-3-amino-1-(2-phenylethyl)pyrrolidine). Product: C1(=CC=CC=C1)CCN1C[C@H](CC1)NC(=O)C12CCC(CC1)CC2 ((S)-N-(1-(2-phenylethyl)pyrrolidin-3-yl)bicyclo[2.2.2]octane-1-carboxamide). As a reaction SMILES: [C:1]12([C:9](Cl)=[O:10])[CH2:8][CH2:7][CH:4]([CH2:5][CH2:6]1)[CH2:3][CH2:2]2.[NH2:12][C@H:13]1[CH2:17][CH2:16][N:15]([CH2:18][CH2:19][C:20]2[CH:25]=[CH:24][CH:23]=[CH:22][CH:21]=2)[CH2:14]1>>[C:20]1([CH2:19][CH2:18][N:15]2[CH2:16][CH2:17][C@H:13]([NH:12][C:9]([C:1]34[CH2:8][CH2:7][CH:4]([CH2:5][CH2:6]3)[CH2:3][CH2:2]4)=[O:10])[CH2:14]2)[CH:21]=[CH:22][CH:23]=[CH:24][CH:25]=1. Procedure details: Bicyclo[2.2.2]octane-1-carbonyl chloride and (S)-3-amino-1-(2-phenylethyl)pyrrolidine were reacted under the same conditions as in Example 53 to give (S)-N-(1-(2-phenylethyl)pyrrolidin-3-yl)bicyclo[2.2.2]octane-1-carboxamide.